From a dataset of the Open Reaction Database (ORD), a public repository of structured organic reaction records. describe an organic reaction: reactants, conditions, products, and yield As a reaction SMILES: [CH3:24][c:25]1[cH:26][cH:27][cH:28][cH:29][cH:30]1.[Cl:1][c:2]1[cH:3][c:4]([N:10]=[C:11]=[O:12])[cH:5][c:6]([Cl:9])[c:7]1[Cl:8].[F:13][c:14]1[c:15]([C:16](=[O:17])[NH2:18])[c:19]([F:23])[cH:20][cH:21][cH:22]1>>[Cl:1][c:2]1[cH:3][c:4]([NH:10][C:11](=[O:12])[NH:18][C:16]([c:15]2[c:14]([F:13])[cH:22][cH:21][cH:20][c:19]2[F:23])=[O:17])[cH:5][c:6]([Cl:9])[c:7]1[Cl:8]. Yields the product O=C(NC(=O)c1c(F)cccc1F)Nc1cc(Cl)c(Cl)c(Cl)c1. The reactants are Cc1ccccc1, O=C=Nc1cc(Cl)c(Cl)c(Cl)c1, NC(=O)c1c(F)cccc1F. Reactants: C1CCOC1, COC(=O)C1=C(OS(=O)(=O)C(F)(F)F)CCN(C(=O)OC(C)(C)C)C1, [Cl-], [Cl-], [Cl-], [Zn+2], Cc1ccccc1[Mg+], c1ccc(P(c2ccccc2)(c2ccccc2)[Pd](P(c2ccccc2)(c2ccccc2)c2ccccc2)(P(c2ccccc2)(c2ccccc2)c2ccccc2)P(c2ccccc2)(c2ccccc2)c2ccccc2)cc1. Product: COC(=O)C1=C(c2ccccc2C)CCN(C(=O)OC(C)(C)C)C1. RXN SMILES: [CH2:35]1[O:36][CH2:37][CH2:38][CH2:39]1.[CH3:10][O:11][C:12](=[O:13])[C:14]1=[C:19]([O:20][S:21]([C:22]([F:23])([F:24])[F:25])(=[O:26])=[O:27])[CH2:18][CH2:17][N:16]([C:28](=[O:29])[O:30][C:31]([CH3:32])([CH3:33])[CH3:34])[CH2:15]1.[Cl-:1].[Cl-:40].[Cl-:42].[Zn+2:41].[c:2]1([CH3:9])[c:3]([Mg+:8])[cH:4][cH:5][cH:6][cH:7]1.[cH:43]1[cH:44][cH:45][c:46]([P:47]([Pd:48]([P:49]([c:50]2[cH:51][cH:52][cH:53][cH:54][cH:55]2)([c:56]2[cH:57][cH:58][cH:59][cH:60][cH:61]2)[c:62]2[cH:63][cH:64][cH:65][cH:66][cH:67]2)([P:68]([c:69]2[cH:70][cH:71][cH:72][cH:73][cH:74]2)([c:75]2[cH:76][cH:77][cH:78][cH:79][cH:80]2)[c:81]2[cH:82][cH:83][cH:84][cH:85][cH:86]2)[P:87]([c:88]2[cH:89][cH:90][cH:91][cH:92][cH:93]2)([c:94]2[cH:95][cH:96][cH:97][cH:98][cH:99]2)[c:100]2[cH:101][cH:102][cH:103][cH:104][cH:105]2)([c:106]2[cH:107][cH:108][cH:109][cH:110][cH:111]2)[c:112]2[cH:113][cH:114][cH:115][cH:116][cH:117]2)[cH:118][cH:119]1>>[c:2]1([CH3:9])[c:3]([C:19]2=[C:14]([C:12]([O:11][CH3:10])=[O:13])[CH2:15][N:16]([C:28](=[O:29])[O:30][C:31]([CH3:32])([CH3:33])[CH3:34])[CH2:17][CH2:18]2)[cH:4][cH:5][cH:6][cH:7]1. The reactants are C(C)C1(COC1)COCCCCCCC=1SC=CC1 (3-ethyl-3-(6-thiophen-2-yl-hexyloxymethyl)oxetane), C(CCC)[Li] (n-butyllithium), resultant mixture, B(O)O.OC(C)(C)C(C)(C)O (pinacol boronate). The solvent is C1CCOC1 (THF). Reaction conditions: time 2 hour. Product: C(C)C1(COC1)COCCCCCCC1=CC=C(S1)B1OC(C(O1)(C)C)(C)C (2-{5-[6-(3-Ethyl-oxetan-3-ylmethoxy)-hexyl]-thiophen-2-yl}-4,4,5,5-tetramethyl-[1,3,2]dioxaborolane). The yield is 72.3%. As a reaction SMILES: [CH2:1]([C:3]1([CH2:7][O:8][CH2:9][CH2:10][CH2:11][CH2:12][CH2:13][CH2:14][C:15]2[S:16][CH:17]=[CH:18][CH:19]=2)[CH2:6][O:5][CH2:4]1)[CH3:2].C([Li])CCC.[BH:25]([OH:27])[OH:26].O[C:29]([C:32](O)([CH3:34])[CH3:33])([CH3:31])[CH3:30]>C1COCC1>[CH2:1]([C:3]1([CH2:7][O:8][CH2:9][CH2:10][CH2:11][CH2:12][CH2:13][CH2:14][C:15]2[S:16][C:17]([B:25]3[O:27][C:32]([CH3:34])([CH3:33])[C:29]([CH3:31])([CH3:30])[O:26]3)=[CH:18][CH:19]=2)[CH2:4][O:5][CH2:6]1)[CH3:2] |f:2.3|. Procedure: To a stirred solution of 3-ethyl-3-(6-thiophen-2-yl-hexyloxymethyl)oxetane (6.0 g, 21.28 mmol) in dry THF (70 ml) was added n-butyllithium (2.5 M in hexanes, 8.10 ml, 21.28 mmol) dropwise at −78° C. under nitrogen. After complete addition, the mixture was allowed to warm to room temperature, with stirring, over 2 h, followed by the addition of pinacol boronate (3.96 g, 21.28 mmol). The resultant mixture was stirred overnight at room temperature. The reaction was quenched with water, and the reac... Starting materials: C(CC)N(C1CC2=CC(=C(C=C2C1)C(=O)OC)OCC1=CC=CC=C1)CCC (Methyl 2-(dipropylamino)-2,3-dihydro-6-(phenylmethoxy)-1H-indene-5-carboxylate), C(=O)N (formamide), C[O-].[Na+] (sodium methoxide), CO (methanol), Cl (HCl). The solvent is CN(C)C=O (DMF). Reaction conditions: time 2 hour. The product is C(CC)N(C1CC2=CC(=C(C=C2C1)C(=O)N)OCC1=CC=CC=C1)CCC (2-(Dipropylamino)-2,3-dihydro-6-(phenylmethoxy)-1H-indene-5-carboxamide). As a reaction SMILES: [CH2:1]([N:4]([CH2:26][CH2:27][CH3:28])[CH:5]1[CH2:13][C:12]2[C:7](=[CH:8][C:9]([O:18][CH2:19][C:20]3[CH:25]=[CH:24][CH:23]=[CH:22][CH:21]=3)=[C:10]([C:14](OC)=[O:15])[CH:11]=2)[CH2:6]1)[CH2:2][CH3:3].C([NH2:31])=O.C[O-].[Na+].CO.Cl>CN(C=O)C>[CH2:1]([N:4]([CH2:26][CH2:27][CH3:28])[CH:5]1[CH2:13][C:12]2[C:7](=[CH:8][C:9]([O:18][CH2:19][C:20]3[CH:25]=[CH:24][CH:23]=[CH:22][CH:21]=3)=[C:10]([C:14]([NH2:31])=[O:15])[CH:11]=2)[CH2:6]1)[CH2:2][CH3:3] |f:2.3|. Procedure details: To a solution of methyl 2-(dipropylamino)-2,3-dihydro-6-(phenylmethoxy)-1H-indene-5-carboxylate (74, 0.95 g, 2.5 mmol) and formamide (1.1 g, 25 mmol) in DMF (10 mL) at 100° C. was added 25% sodium methoxide in methanol (2.5 mmol, 0.57 mL) dropwise. The mixture stirred for 2 h. The reaction was cooled to rt and quenched with water (100 mL). The resulting precipitate was stirred for 0.5 h and the solvent was removed via filtration. This solid was crystallized from EtOAc/MeOH to give a white solid ... The reactants are CCOC(=O)Cn1c2c(c3ccccc31)CN(C(=O)OC(C)(C)C)CC2, C1CCOC1, [Na+], [OH-], O. Yields the product CC(C)(C)OC(=O)N1CCc2c(c3ccccc3n2CC(=O)O)C1. As a reaction SMILES: [C:1]([CH3:2])([CH3:3])([CH3:4])[O:5][C:6](=[O:7])[N:8]1[CH2:9][c:10]2[c:11]([n:12]([CH2:19][C:20](=[O:21])[O:22][CH2:23][CH3:24])[c:13]3[cH:14][cH:15][cH:16][cH:17][c:18]23)[CH2:25][CH2:26]1.[CH2:29]1[O:30][CH2:31][CH2:32][CH2:33]1.[Na+:28].[OH-:27].[OH2:34]>>[C:1]([CH3:2])([CH3:3])([CH3:4])[O:5][C:6](=[O:7])[N:8]1[CH2:9][c:10]2[c:11]([n:12]([CH2:19][C:20](=[O:21])[OH:22])[c:13]3[cH:14][cH:15][cH:16][cH:17][c:18]23)[CH2:25][CH2:26]1. The reactants are ClC1=NC=CC(=N1)C=1C(=NN2C1C=CC=C2)C=2C=C(C=CC2)NC(C2=C(C=CC=C2F)F)=O (N-{3-[3-(2-chloro-4-pyrimidinyl)pyrazolo[1,5-a]pyridin-2-yl]phenyl}-2,6-difluorobenzamide), ClC=1C=C(N)C=CC1OC (3-chloro-4-(methyloxy)aniline). Yields the product C1NCCC2=CC=C(C=C12)NC1=NC=CC(=N1)C=1C(=NN2C1C=CC=C2)C=2C=C(C=CC2)NC(C2=CC=CC=C2)=O (N-(3-{3-[2-(1,2,3,4-tetrahydro-7-isoquinolinylamino)-4-pyrimidinyl]-pyrazolo[1,5-a]pyridin-2-yl}phenyl)benzamide). Reaction SMILES: Cl[C:2]1[N:7]=[C:6]([C:8]2[C:9]([C:17]3[CH:18]=[C:19]([NH:23][C:24](=[O:33])[C:25]4[C:30](F)=[CH:29][CH:28]=[CH:27][C:26]=4F)[CH:20]=[CH:21][CH:22]=3)=[N:10][N:11]3[CH:16]=[CH:15][CH:14]=[CH:13][C:12]=23)[CH:5]=[CH:4][N:3]=1.Cl[C:35]1[CH:36]=[C:37]([CH:39]=[CH:40][C:41]=1OC)[NH2:38]>>[CH2:2]1[C:35]2[C:41](=[CH:40][CH:39]=[C:37]([NH:38][C:2]3[N:7]=[C:6]([C:8]4[C:9]([C:17]5[CH:18]=[C:19]([NH:23][C:24](=[O:33])[C:25]6[CH:30]=[CH:29][CH:28]=[CH:27][CH:26]=6)[CH:20]=[CH:21][CH:22]=5)=[N:10][N:11]5[CH:16]=[CH:15][CH:14]=[CH:13][C:12]=45)[CH:5]=[CH:4][N:3]=3)[CH:36]=2)[CH2:5][CH2:4][NH:3]1. Procedure details: The title compound was prepared from N-{3-[3-(2-chloro-4-pyrimidinyl)pyrazolo[1,5-a]pyridin-2-yl]phenyl}-2,6-difluorobenzamide and 3-chloro-4-(methyloxy)aniline in a manner analogous to Example 27, Step D. HRMS: calc. C31H22N6O2F2Cl (M+H)+ 583.1461 found 583.1453.